From a dataset of the Open Reaction Database (ORD), a public repository of structured organic reaction records. describe an organic reaction: reactants, conditions, products, and yield Reactants: CC(C)CNCC(C)C, ClCCCl, COc1ccc2c(C(=O)C(C)(C)C)nn(CC(=O)O)c2c1, CCN(C(C)C)C(C)C, CN(C)C=O, On1nnc2ccccc21. Product: COc1ccc2c(C(=O)C(C)(C)C)nn(CC(=O)N(CC(C)C)CC(C)C)c2c1. As a reaction SMILES: [CH2:32]([CH:33]([CH3:34])[CH3:35])[NH:36][CH2:37][CH:38]([CH3:39])[CH3:40].[CH2:55]([Cl:56])[CH2:57][Cl:58].[CH3:1][C:2]([C:3](=[O:4])[c:5]1[n:6][n:7]([CH2:16][C:17](=[O:18])[OH:19])[c:8]2[cH:9][c:10]([O:14][CH3:15])[cH:11][cH:12][c:13]12)([CH3:20])[CH3:21].[CH:41]([N:42]([CH2:43][CH3:44])[CH:45]([CH3:46])[CH3:47])([CH3:48])[CH3:49].[O:50]=[CH:51][N:52]([CH3:53])[CH3:54].[OH:22][n:23]1[c:24]2[c:25]([cH:26][cH:27][cH:28][cH:29]2)[n:30][n:31]1>>[CH3:1][C:2]([C:3](=[O:4])[c:5]1[n:6][n:7]([CH2:16][C:17](=[O:18])[N:36]([CH2:32][CH:33]([CH3:34])[CH3:35])[CH2:37][CH:38]([CH3:39])[CH3:40])[c:8]2[cH:9][c:10]([O:14][CH3:15])[cH:11][cH:12][c:13]12)([CH3:20])[CH3:21]. The reactants are NN, C1CCOC1, O, O=C(O)c1c[nH]c2ccccc12, O=S(Cl)Cl. Product: NNC(=O)c1c[nH]c2ccccc12. As a reaction SMILES: [NH2:18][NH2:19].[O:20]1[CH2:21][CH2:22][CH2:23][CH2:24]1.[OH2:17].[OH:1][C:2](=[O:3])[c:4]1[cH:5][nH:6][c:7]2[cH:8][cH:9][cH:10][cH:11][c:12]12.[S:13]([Cl:14])([Cl:15])=[O:16]>>[O:1]=[C:2]([c:4]1[cH:5][nH:6][c:7]2[cH:8][cH:9][cH:10][cH:11][c:12]12)[NH:18][NH2:19]. Starting materials: C(C=C)(=O)OCCOS(=O)(=O)C1=CC=C(C=C1)C (2-(toluene-4-sulfonyloxy)ethyl acrylate), CC(C)(C#N)N=NC(C)(C)C#N (AIBN), C(C(=C)C)(=O)OCCCO (3-hydroxypropyl methacrylate), C(C(=C)C)(=O)OC (methyl methacrylate). Solvent: O1CCCC1 (tetrahydrofuran). Run at temperature 67.5 celsius. Yields the product C(C=C)(=O)OCCOS(=O)(=O)C1=CC=C(C=C1)C.C(C(=C)C)(=O)OCCCO (2-(toluene-4-sulfonyloxy)ethyl acrylate 3-hydroxypropyl methacrylate). Isolated yield 65.0%. Reaction SMILES: [C:1]([O:5][CH2:6][CH2:7][O:8][S:9]([C:12]1[CH:17]=[CH:16][C:15]([CH3:18])=[CH:14][CH:13]=1)(=[O:11])=[O:10])(=[O:4])[CH:2]=[CH2:3].[C:19]([O:24][CH2:25][CH2:26][CH2:27][OH:28])(=[O:23])[C:20]([CH3:22])=[CH2:21].C(OC)(=O)C(C)=C.CC(N=NC(C#N)(C)C)(C#N)C>O1CCCC1>[C:1]([O:5][CH2:6][CH2:7][O:8][S:9]([C:12]1[CH:17]=[CH:16][C:15]([CH3:18])=[CH:14][CH:13]=1)(=[O:10])=[O:11])(=[O:4])[CH:2]=[CH2:3].[C:19]([O:24][CH2:25][CH2:26][CH2:27][OH:28])(=[O:23])[C:20]([CH3:22])=[CH2:21] |f:5.6|. Procedure: In a 500 ml round-bottom flask was placed 0.3 mole of 2-(toluene-4-sulfonyloxy)ethyl acrylate, 0.33 mole of 3-hydroxypropyl methacrylate, 0.25 mole of methyl methacrylate, 300 g of tetrahydrofuran (THF), and 0.1 g-3 g of AIBN. The reaction mixture was heated at 60-75° C. for 5-20 hours. The product was precipitated in ethyl ether or n-hexane, filtered and dried to provide poly [2-(toluene-4-sulfonyloxy)ethyl acrylate/3-hydroxypropyl methacrylate-/methyl methacrylate] represented by the following... Reactants: [Br-].FCCC[P+](C1=CC=CC=C1)(C1=CC=CC=C1)C1=CC=CC=C1 ((3-fluoropropyl)triphenylphosphonium bromide), C(CCCC)[C@@H]1CC[C@H](CC1)[C@@H]1CC[C@H](CC1)C=O (trans-4-(trans-4-pentylcyclohexyl)cyclohexanecarbaldehyde), CC(C)(C)[O-].[K+] (t-BuOK). Run in C1CCOC1 (THF), C1CCOC1 (THF). Reaction conditions: temperature -20 celsius, time 30 minute. The product is FCCC=C[C@@H]1CC[C@H](CC1)[C@@H]1CC[C@H](CC1)CCCCC (trans-(trans-4-(4-fluorobutenyl)cyclohexyl)-4-pentylcyclohexane). The yield is 87.8%. As a reaction SMILES: [Br-].[F:2][CH2:3][CH2:4][CH2:5][P+](C1C=CC=CC=1)(C1C=CC=CC=1)C1C=CC=CC=1.CC([O-])(C)C.[K+].[CH2:31]([C@H:36]1[CH2:41][CH2:40][C@H:39]([C@H:42]2[CH2:47][CH2:46][C@H:45]([CH:48]=O)[CH2:44][CH2:43]2)[CH2:38][CH2:37]1)[CH2:32][CH2:33][CH2:34][CH3:35]>C1COCC1>[F:2][CH2:3][CH2:4][CH:5]=[CH:48][C@H:45]1[CH2:46][CH2:47][C@H:42]([C@H:39]2[CH2:40][CH2:41][C@H:36]([CH2:31][CH2:32][CH2:33][CH2:34][CH3:35])[CH2:37][CH2:38]2)[CH2:43][CH2:44]1 |f:0.1,2.3|. Procedure details: A mixture of (3-fluoropropyl)triphenylphosphonium bromide (6.9 g, 17.1 millimols) with THF (40 ml) was cooled down to -20° C., followed by adding t-BuOK (1.9 g, 17.1 millimols) to the mixture, stirring the mixture for 30 minutes, dropwise adding to the mixture, a THF (30 ml) solution of trans-4-(trans-4-pentylcyclohexyl)cyclohexanecarbaldehyde (4.1 g, 15.5 millimols) so as to keep the temperature at -20° C., stirring the mixture at the same temperature for 2 hours, and treating the reaction prod... The reactants are NC1=NC=CC=C1O (2-amino-3-hydroxypyridine), ClCC(OCC)(OCC)OCC (2-chloro-1,1,1-triethoxyethane). Run in COCCOCCOC (diglyme). Reaction conditions: time 1 hour. Product: ClCC=1OC=2C(=NC=CC2)N1 (2-Chloromethyl-oxazolo[4,5-b]pyridine). RXN SMILES: [NH2:1][C:2]1[C:7]([OH:8])=[CH:6][CH:5]=[CH:4][N:3]=1.[Cl:9][CH2:10][C:11](OCC)(OCC)OCC>COCCOCCOC>[Cl:9][CH2:10][C:11]1[O:8][C:7]2[C:2]([N:1]=1)=[N:3][CH:4]=[CH:5][CH:6]=2. Procedure details: The commercially available 2-amino-3-hydroxypyridine (5.0 g) and diglyme (30 ml) were heated at 125° C. to obtain a solution. To this solution was added 2-chloro-1,1,1-triethoxyethane (9.9 g) and the mixture was held at 125° for 1 hour. The solution was cooled to room temperature and then decanted to remove a black byproduct residue. The filtrate was diluted with water (50 ml) and the resulting yellow precipitate was collected (1.5 g). A small sample was crystallized from isopropanol (m.p. 115°-... The reactants are C(#N)CC(OP(Cl)Cl)CCC (2-cyano-1-n-propylethoxydichlorophosphine), C[Si](C)(C)C=1NC=C(N1)C (trimethylsilyl-4-methylimidazole). Run in C1(=CC=CC=C1)C (toluene). Conditions: time 5 minute. Yields the product C(#N)CC(OP(C=1NC=C(N1)C)C=1NC=C(N1)C)CCC (2-cyano-1-n-propylethoxybis (4-methylimidazolyl)phosphine). RXN SMILES: [C:1]([CH2:3][CH:4]([CH2:9][CH2:10][CH3:11])[O:5][P:6](Cl)Cl)#[N:2].C[Si]([C:16]1[NH:17][CH:18]=[C:19]([CH3:21])[N:20]=1)(C)C>C1(C)C=CC=CC=1>[C:1]([CH2:3][CH:4]([CH2:9][CH2:10][CH3:11])[O:5][P:6]([C:16]1[NH:17][CH:18]=[C:19]([CH3:21])[N:20]=1)[C:16]1[NH:17][CH:18]=[C:19]([CH3:21])[N:20]=1)#[N:2]. Procedure: To toluene (5 ml) there were added 0.267 g (1.25 mmol) of 2-cyano-1-n-propylethoxydichlorophosphine and 0.425 g (2.75 mmol) of trimethylsilyl-4-methylimidazole under an argon atmosphere at room temperature, and reaction was conducted for 5minutes. After by-product chlorotrimethylsilane and toluene were removed under reduced pressure for 10 minutes at room temperature, the residual toluene and excess trimethylsilyl-4-methylimidazole were removed under reduced pressure for 2 hours at 35° C. to obt... The reactants are O=C1CCC(=O)N1Br, ClC(Cl)Cl, c1ccc(C2(c3ccccc3)Oc3ccccc3O2)cc1. Product: Brc1ccc2c(c1)OC(c1ccccc1)(c1ccccc1)O2. As a reaction SMILES: [Br:1][N:2]1[C:3](=[O:4])[CH2:5][CH2:6][C:7]1=[O:8].[CH:30]([Cl:31])([Cl:32])[Cl:33].[c:9]1([C:15]2([c:24]3[cH:25][cH:26][cH:27][cH:28][cH:29]3)[O:16][c:17]3[c:18]([cH:20][cH:21][cH:22][cH:23]3)[O:19]2)[cH:10][cH:11][cH:12][cH:13][cH:14]1>>[Br:1][c:22]1[cH:21][cH:20][c:18]2[c:17]([cH:23]1)[O:16][C:15]([c:9]1[cH:10][cH:11][cH:12][cH:13][cH:14]1)([c:24]1[cH:25][cH:26][cH:27][cH:28][cH:29]1)[O:19]2. Starting materials: O=Cc1ccc(Br)cc1F, CCN(C(C)C)C(C)C, C1COCCO1, ClC(Cl)Cl, FC(F)(F)c1cccc(S)c1, O=C(C=Cc1ccccc1)C=Cc1ccccc1, O=C(C=Cc1ccccc1)C=Cc1ccccc1, O=C(C=Cc1ccccc1)C=Cc1ccccc1, O, [Pd], [Pd]. The product is O=Cc1ccc(Sc2cccc(C(F)(F)F)c2)cc1F. RXN SMILES: [Br:21][c:22]1[cH:23][c:24]([F:30])[c:25]([CH:26]=[O:27])[cH:28][cH:29]1.[CH2:1]([N:2]([CH:3]([CH3:4])[CH3:5])[CH:6]([CH3:7])[CH3:8])[CH3:9].[CH2:32]1[O:33][CH2:34][CH2:35][O:36][CH2:37]1.[CH:94]([Cl:95])([Cl:96])[Cl:97].[F:10][C:11]([c:12]1[cH:13][c:14]([SH:18])[cH:15][cH:16][cH:17]1)([F:19])[F:20].[O:40]=[C:41]([CH:42]=[CH:43][c:44]1[cH:45][cH:46][cH:47][cH:48][cH:49]1)[CH:50]=[CH:51][c:52]1[cH:53][cH:54][cH:55][cH:56][cH:57]1.[O:58]=[C:59]([CH:60]=[CH:61][c:62]1[cH:63][cH:64][cH:65][cH:66][cH:67]1)[CH:68]=[CH:69][c:70]1[cH:71][cH:72][cH:73][cH:74][cH:75]1.[O:76]=[C:77]([CH:78]=[CH:79][c:80]1[cH:81][cH:82][cH:83][cH:84][cH:85]1)[CH:86]=[CH:87][c:88]1[cH:89][cH:90][cH:91][cH:92][cH:93]1.[OH2:31].[Pd:38].[Pd:39]>>[F:10][C:11]([c:12]1[cH:13][c:14]([S:18][c:22]2[cH:23][c:24]([F:30])[c:25]([CH:26]=[O:27])[cH:28][cH:29]2)[cH:15][cH:16][cH:17]1)([F:19])[F:20].